From a dataset of the Open Reaction Database (ORD), a public repository of structured organic reaction records. describe an organic reaction: reactants, conditions, products, and yield The reactants are Cl.ClC1=CC(=NC=N1)N1NC=C(C1=O)N1N=NC=C1 (2-(6-Chloropyrimidin-4-yl)-4-(1H-1,2,3-triazol-1-yl)-1,2-dihydro-3H-pyrazol-3-one hydrochloride), Cl.FC1(CNC1)F (3,3-difluoroazetidine hydrochloride), C(C)N(C(C)C)C(C)C (N-ethyl-N-(propan-2-yl)propane-2-amine). The solvent is O1CCCC1 (tetrahydrofuran). Yields the product FC1(CN(C1)C1=CC(=NC=N1)N1NC=C(C1=O)N1N=NC=C1)F (2-[6-(3,3-Difluoroazetidin-1-yl)pyrimidin-4-yl]-4-(1H-1,2,3-triazol-1-yl)-1,2-dihydro-3H-pyrazol-3-one). As a reaction SMILES: Cl.Cl[C:3]1[N:8]=[CH:7][N:6]=[C:5]([N:9]2[C:13](=[O:14])[C:12]([N:15]3[CH:19]=[CH:18][N:17]=[N:16]3)=[CH:11][NH:10]2)[CH:4]=1.Cl.[F:21][C:22]1([F:26])[CH2:25][NH:24][CH2:23]1.C(N(C(C)C)C(C)C)C>O1CCCC1>[F:21][C:22]1([F:26])[CH2:25][N:24]([C:3]2[N:8]=[CH:7][N:6]=[C:5]([N:9]3[C:13](=[O:14])[C:12]([N:15]4[CH:19]=[CH:18][N:17]=[N:16]4)=[CH:11][NH:10]3)[CH:4]=2)[CH2:23]1 |f:0.1,2.3|. Reported procedure: 100 mg (0.3 mmol) of the compound from Example 12A, 52 mg (0.4 mmol) of 3,3-difluoroazetidine hydrochloride and 174 μl (130 mg, 1.0 mmol) of N-ethyl-N-(propan-2-yl)propane-2-amine are initially charged in 2 ml of tetrahydrofuran and reacted in a single mode microwave (Emrys Optimizer) at 120° C. for 30 min. After concentration under reduced pressure, the residue is taken up in acetonitrile/water and purified by preparative HPLC (RP18 column; mobile phase: acetonitrile/water gradient). Yield: 36 ... Reactants: C(C)OCC (diethyl ether), C(CCC)[Li] (n-butyllithium), C(=O)=O (carbon dioxide), FC1=CC2=C(CCCO2)C=C1 (3,4-dihydro-7-fluoro-2H-1-benzopyran). Solvent: O1CCCC1 (tetrahydrofuran). Conditions: temperature -78 celsius. Yields the product FC1=C(C2=C(CCCO2)C=C1)C(=O)O (3,4-dihydro-7-fluoro-2H-1-benzopyran-8-ylcarboxylic acid). Reaction SMILES: C([Li])CCC.[F:6][C:7]1[CH:16]=[CH:15][C:10]2[CH2:11][CH2:12][CH2:13][O:14][C:9]=2[CH:8]=1.[C:17](=[O:19])=[O:18].C(OCC)C>O1CCCC1>[F:6][C:7]1[CH:16]=[CH:15][C:10]2[CH2:11][CH2:12][CH2:13][O:14][C:9]=2[C:8]=1[C:17]([OH:19])=[O:18]. Reported procedure: A stirred solution of 30.4 mL (0.076 mole) of n-butyllithium (2.5M in hexanes) in 200 mL of tetrahydrofuran was cooled to -78 °C., and 10.5 grams (0.069 mole) of 3,4-dihydro-7-fluoro-2H-1-benzopyran was added portionwise. Upon completion of the addition, the reaction mixture was maintained at -78° C. for 30 minutes. The reaction mixture was then exposed to a carbon dioxide atmosphere for 18 hours. The reaction mixture was then stirred with diethyl ether and extracted with an aqueous 5% sodium hy...